From a dataset of the Open Reaction Database (ORD), a public repository of structured organic reaction records. describe an organic reaction: reactants, conditions, products, and yield Starting materials: CS(=O)(=O)Cl (Methane sulfonyl chloride), [Na].CS (Methanethiol sodium salt), C(C)(C)N(C(C)C)CC (N,N-Diisopropylethylamine), CC(C(=O)OC)(CO)C (methyl 2,2-dimethyl-3-hydroxypropionate). Solvent: C(C)(=O)OCC (ethyl acetate), O1CCOCC1 (dioxan), ClCCl (dichloromethane), Cl (hydrochloric acid). Reaction conditions: temperature 0 celsius, time 90 minute. Product: COC(C(CSC)(C)C)=O (2,2-Dimethyl-3-methylsulfanyl-propionic acid methyl ester). Isolated yield 24.0%. Reaction SMILES: C(N(CC)C(C)C)(C)C.[CH3:10][C:11]([CH3:18])([CH2:16]O)[C:12]([O:14][CH3:15])=[O:13].[CH3:19][S:20](Cl)(=O)=O.[Na].CS>ClCCl.Cl.O1CCOCC1.C(OCC)(=O)C>[CH3:15][O:14][C:12](=[O:13])[C:11]([CH3:10])([CH3:18])[CH2:16][S:20][CH3:19] |f:3.4,^1:23|. Procedure: N,N-Diisopropylethylamine (15.5 g, 0.12 mol) was added to a solution of methyl 2,2-dimethyl-3-hydroxypropionate (13.2 g, 0.1 mol) in dichloromethane (150 mL) and the solution was cooled to 0° C. Methane sulfonyl chloride (12.6 g, 0.11 mol) was then added dropwise and the mixture was stirred at 0° C. for 90 minutes. The reaction mixture was then diluted with 0.5M hydrochloric acid (100 mL) and the layers were separated. The aqueous was extracted with dichloromethane (2×50 mL) and the combined org... Reactants: O=C([O-])[O-], CC#N, Fc1cccc(C2CCNCC2)c1F, CCI, [K+], [K+], O. Product: CCN1CCC(c2cccc(F)c2F)CC1. Reaction SMILES: [C:15](=[O:16])([O-:17])[O-:18].[CH3:25][C:26]#[N:27].[F:1][c:2]1[c:3]([CH:9]2[CH2:10][CH2:11][NH:12][CH2:13][CH2:14]2)[cH:4][cH:5][cH:6][c:7]1[F:8].[I:21][CH2:22][CH3:23].[K+:19].[K+:20].[OH2:24]>>[F:1][c:2]1[c:3]([CH:9]2[CH2:10][CH2:11][N:12]([CH2:22][CH3:23])[CH2:13][CH2:14]2)[cH:4][cH:5][cH:6][c:7]1[F:8]. Reactants: ClC=1C=C(C=C(C1)Cl)NC1=NNC(=N1)NC1CCN(CC1)C(=O)OC(C)(C)C (Tert-butyl 4-(3-(3,5-dichlorophenylamino)-1H-1,2,4-triazol-5-ylamino)piperidine-1-carboxylate), C(=O)(C(F)(F)F)O.C(Cl)Cl (TFA methylene chloride). Conditions: time 30 minute. The product is FC(C(=O)O)(F)F.ClC=1C=C(C=C(C1)Cl)NC1=NNC(=N1)NC1CCNCC1 (N*3*-(3,5-Dichloro-phenyl)-N*5*-piperidin-4-yl-1H-[1,2,4]triazole-3,5-diamine; compound with trifluoro-acetic acid). The yield is 96.0%. RXN SMILES: [Cl:1][C:2]1[CH:3]=[C:4]([NH:9][C:10]2[N:14]=[C:13]([NH:15][CH:16]3[CH2:21][CH2:20][N:19](C(OC(C)(C)C)=O)[CH2:18][CH2:17]3)[NH:12][N:11]=2)[CH:5]=[C:6]([Cl:8])[CH:7]=1.[C:29]([OH:35])([C:31]([F:34])([F:33])[F:32])=[O:30].C(Cl)Cl>>[F:32][C:31]([F:34])([F:33])[C:29]([OH:35])=[O:30].[Cl:8][C:6]1[CH:5]=[C:4]([NH:9][C:10]2[N:14]=[C:13]([NH:15][CH:16]3[CH2:21][CH2:20][NH:19][CH2:18][CH2:17]3)[NH:12][N:11]=2)[CH:3]=[C:2]([Cl:1])[CH:7]=1 |f:1.2,3.4|. Procedure: Tert-butyl 4-(3-(3,5-dichlorophenylamino)-1H-1,2,4-triazol-5-ylamino)piperidine-1-carboxylate (180 mg, 0.42 mmol) was dissolved in 30% TFA/methylene chloride (10 mL) and the mixture was stirred at rt for 30 min. Removal of solvent under reduced pressure gave a solid, which was washed with diethyl ether (10 mL) to give 178 mg (96%) of desired product as an off-white solid. MS +m/z: 327.0 (M+H)+ Starting materials: [H-].[Na+] (sodium hydride), ClC1OCCC1 (2-chlorotetrahydrofuran), C(C)(C)(C)OC(=O)C1C(N(CC1)C=C)=O (3-(t-butoxycarbonyl)-1-vinyl-2-pyrrolidinone). The solvent is C(C)OCC (diethylether), O1CCCC1 (tetrahydrofuran). Yields the product O1C(CCC1)OC(=O)C1C(N(CC1)C=C)=O (3-(tetrahydrofuranyloxycarbonyl)-1-vinyl-2-pyrrolidinone). The yield is 100.0%. As a reaction SMILES: [C:1]([O:5][C:6]([CH:8]1[CH2:12][CH2:11][N:10]([CH:13]=[CH2:14])[C:9]1=[O:15])=[O:7])([CH3:4])(C)C.[H-].[Na+].Cl[CH:19]1[CH2:23]CC[O:20]1>O1CCCC1.C(OCC)C>[O:20]1[CH2:19][CH2:23][CH2:4][CH:1]1[O:5][C:6]([CH:8]1[CH2:12][CH2:11][N:10]([CH:13]=[CH2:14])[C:9]1=[O:15])=[O:7] |f:1.2|. Procedure details: 8.9 g of 3-(t-butoxycarbonyl)-1-vinyl-2-pyrrolidinone (BCVP) was dissolved in 50 ml of tetrahydrofuran free of moisture. To this solution 1.0 g of sodium hydride and 4.4 g of 2-chlorotetrahydrofuran were added and allowed to react at room temperature for 1 hour. This solution was diluted with diethylether and washed many times with pure water. The organic solvent of the organic phase was evaporated and the residue was subjected to silica gel column chromatography, to obtain 9.3 g of pure 3-(tetr...